From a dataset of the Open Reaction Database (ORD), a public repository of structured organic reaction records. describe an organic reaction: reactants, conditions, products, and yield The reactants are O=C1[C@H](OCCC1)[C@@H]1[C@H](C(N1[Si](C)(C)C)=O)[C@@H](C)O[Si](C)(C)C ((3S,4S)-4-[(2R)-3-Oxotetrahydropyran-2-yl]-1-(trimethylsilyl) -3-[(R)-1-(trimethylsilyloxy)ethyl]azetidin-2-one), C(C=C)OC(=O)N1N(CC(C1)SS(=O)(=O)C1=CC=CC=C1)C(=O)OCC=C (1,2-bis(allyloxycarbonyl)-4-phenylsulfonylthiopyrazolidine), C1(=CC=CC=C1)S(=O)(SC)=O (S-methyl benzenethiosulfonate). Product: C(C=C)OC(=O)N1N(CC(C1)SC1C([C@H](OCC1)[C@@H]1[C@H](C(N1)=O)[C@@H](C)O[Si](C)(C)C)=O)C(=O)OCC=C ((3S,4S)-4-[(2R)-4-[[1,2-bis(allyloxycarbonyl)pyrazolidin-4-yl]thio]-3-oxotetrahydropyran-2-yl]-3-[(R)-1-(trimethylsilyloxy)ethyl]azetidin-2-one). Reaction SMILES: [O:1]=[C:2]1[CH2:7][CH2:6][CH2:5][O:4][C@@H:3]1[C@H:8]1[N:11]([Si](C)(C)C)[C:10](=[O:16])[C@@H:9]1[C@H:17]([O:19][Si:20]([CH3:23])([CH3:22])[CH3:21])[CH3:18].[CH2:24]([O:27][C:28]([N:30]1[CH2:34][CH:33]([S:35]S(C2C=CC=CC=2)(=O)=O)[CH2:32][N:31]1[C:45]([O:47][CH2:48][CH:49]=[CH2:50])=[O:46])=[O:29])[CH:25]=[CH2:26].C1(S(=O)(SC)=O)C=CC=CC=1>>[CH2:24]([O:27][C:28]([N:30]1[CH2:34][CH:33]([S:35][CH:7]2[CH2:6][CH2:5][O:4][C@H:3]([C@H:8]3[NH:11][C:10](=[O:16])[C@@H:9]3[C@H:17]([O:19][Si:20]([CH3:23])([CH3:22])[CH3:21])[CH3:18])[C:2]2=[O:1])[CH2:32][N:31]1[C:45]([O:47][CH2:48][CH:49]=[CH2:50])=[O:46])=[O:29])[CH:25]=[CH2:26]. Procedure: (3S,4S)-4-[(2R)-3-Oxotetrahydropyran-2-yl]-1-(trimethylsilyl) -3-[(R)-1-(trimethylsilyloxy)ethyl]azetidin-2-one was reacted as in Reference Example 38 except that 1,2-bis(allyloxycarbonyl)-4-phenylsulfonylthiopyrazolidine was used in lieu of S-methyl benzenethiosulfonate to give (3S,4S)-4-[(2R)-4-[[1,2-bis(allyloxycarbonyl)pyrazolidin-4-yl]thio]-3-oxotetrahydropyran-2-yl]-3-[(R)-1-(trimethylsilyloxy)ethyl]azetidin-2-one. Starting materials: O=C([O-])O, CNC1CCCCC1NC, CS(C)=O, [Cu]I, O=c1c2nn(Cc3ccc(I)cc3)c3ccccc3c-2nn1C1CCCOC1, [K+], [K+], [K+], [Na+], O, O=P([O-])([O-])[O-], c1c[nH]nn1. The product is O=c1c2nn(Cc3ccc(-n4ccnn4)cc3)c3ccccc3c-2nn1C1CCCOC1. As a reaction SMILES: [C:52](=[O:53])([OH:54])[O-:55].[CH3:34][NH:35][CH:36]1[CH2:37][CH2:38][CH2:39][CH2:40][CH:41]1[NH:42][CH3:43].[CH3:57][S:58]([CH3:59])=[O:60].[Cu:62][I:63].[I:1][c:2]1[cH:3][cH:4][c:5]([CH2:6][n:7]2[n:8][c:9]3[c:19](=[O:20])[n:18]([CH:21]4[CH2:22][O:23][CH2:24][CH2:25][CH2:26]4)[n:17][c:10]-3[c:11]3[cH:12][cH:13][cH:14][cH:15][c:16]23)[cH:27][cH:28]1.[K+:49].[K+:50].[K+:51].[Na+:56].[OH2:61].[P:44]([O-:45])([O-:46])([O-:47])=[O:48].[nH:29]1[n:30][n:31][cH:32][cH:33]1>>[c:2]1(-[n:29]2[n:30][n:31][cH:32][cH:33]2)[cH:3][cH:4][c:5]([CH2:6][n:7]2[n:8][c:9]3[c:19](=[O:20])[n:18]([CH:21]4[CH2:22][O:23][CH2:24][CH2:25][CH2:26]4)[n:17][c:10]-3[c:11]3[cH:12][cH:13][cH:14][cH:15][c:16]23)[cH:27][cH:28]1. Starting materials: C12C(C(C(CC1)C2)=O)=O (bicyclo[2.2.1]heptane-2,3-dione), COP(OC)(=O)CC(C1=C(C=CC=C1)C)=O ((2-Oxo-2-o-tolyl-ethyl)-phosphonic acid dimethyl ester), O.NN (hydrazine monohydrate). Product: C1(=C(C=CC=C1)C1=NN=C2C3CCC(C2=C1)C3)C ((1SR,8RS)-5-o-Tolyl-3,4-diaza-tricyclo[6.2.1.02,7]undeca-2,4,6-triene). As a reaction SMILES: [CH:1]12[CH2:7][CH:4]([CH2:5][CH2:6]1)[C:3](=O)[C:2]2=O.COP([CH2:16][C:17](=O)[C:18]1[CH:23]=[CH:22][CH:21]=[CH:20][C:19]=1[CH3:24])(=O)OC.O.[NH2:27][NH2:28]>>[C:19]1([CH3:24])[CH:20]=[CH:21][CH:22]=[CH:23][C:18]=1[C:17]1[CH:16]=[C:3]2[C:2]([CH:1]3[CH2:7][CH:4]2[CH2:5][CH2:6]3)=[N:28][N:27]=1 |f:2.3|. Procedure: light yellow gum. MS (EI): 236.3 (M+). Prepared from bicyclo[2.2.1]heptane-2,3-dione, (2-Oxo-2-o-tolyl-ethyl)-phosphonic acid dimethyl ester, hydrazine monohydrate. The reactants are C(C)(C)(C)OC(=O)N1CC(C1)I (3-Iodo-azetidine-1-carboxylic acid tert-butyl ester), ClC(Cl)(Cl)[SiH3] (trichloromethylsilane), BrC(C)Br (dibromoethane), IC=1C=C2C=CN(C2=CC1)[Si](C(C)C)(C(C)C)C(C)C (5-Iodo-1-triisopropylsilanyl-1H-indole). The reagents and catalysts are C1=CC=C(C=C1)P(C2=CC=CC=C2)[C]3[CH][CH][CH][CH]3.C1=CC=C(C=C1)P(C2=CC=CC=C2)[C]3[CH][CH][CH][CH]3.Cl[Pd]Cl.[Fe].ClCCl ([1,1-bis(diphenylphosphino)ferrocene]dichloropalladium(II) dichlormethane), [Cu]I (copper(I)iodide), [Zn] (zinc). Run in CC(=O)N(C)C (dimethylacetamide), CC(=O)N(C)C (dimethylacetamide), CC(=O)N(C)C (dimethylacetamide). Reaction conditions: temperature 65 celsius, time 30 minute. Product: C(C)(C)(C)OC(=O)N1CC(C1)C=1C=C2C=CN(C2=CC1)[Si](C(C)C)(C(C)C)C(C)C (3-(1-triisopropylsilanyl-1H-indol-5-yl)-azetidine-1-carboxylic acid tert-butyl ester). As a reaction SMILES: ClC([SiH3])(Cl)Cl.BrC(Br)C.[C:10]([O:14][C:15]([N:17]1[CH2:20][CH:19](I)[CH2:18]1)=[O:16])([CH3:13])([CH3:12])[CH3:11].I[C:23]1[CH:24]=[C:25]2[C:29](=[CH:30][CH:31]=1)[N:28]([Si:32]([CH:39]([CH3:41])[CH3:40])([CH:36]([CH3:38])[CH3:37])[CH:33]([CH3:35])[CH3:34])[CH:27]=[CH:26]2>CC(N(C)C)=O.[Zn].C1C=CC(P([C]2[CH][CH][CH][CH]2)C2C=CC=CC=2)=CC=1.C1C=CC(P([C]2[CH][CH][CH][CH]2)C2C=CC=CC=2)=CC=1.Cl[Pd]Cl.[Fe].ClCCl.[Cu]I>[C:10]([O:14][C:15]([N:17]1[CH2:20][CH:19]([C:23]2[CH:24]=[C:25]3[C:29](=[CH:30][CH:31]=2)[N:28]([Si:32]([CH:36]([CH3:38])[CH3:37])([CH:39]([CH3:41])[CH3:40])[CH:33]([CH3:34])[CH3:35])[CH:27]=[CH:26]3)[CH2:18]1)=[O:16])([CH3:13])([CH3:12])[CH3:11] |f:6.7.8.9.10,^1:53,54,55,56,57,71,72,73,74,75|. Procedure: In an inert atmosphere, zinc dust (300 mg, 4.59 mmol) was vigorously stirred in dimethylacetamide (1.6 ml) and heated to 65° C. Subsequently, trichloromethylsilane (70 μl, 0.57 mmol) and dibromoethane (50 μl, 0.57 mmol) were added, and the reaction mixture was stirred for another 30 minutes at 65° C. 3-Iodo-azetidine-1-carboxylic acid tert-butyl ester (1.0 g, 3.53 mmol) in dimethylacetamide (2 ml) was added dropwise to the above prepared solution at 65° C., and then the reaction mixture was allo... Starting materials: BrC=1C=NC=C(C(=O)OC)C1 (methyl 5-bromonicotinate), FC(C1=CC=C(C=C1)B(O)O)(F)F (4-trifluoromethylphenylboronic acid). The product is FC(C1=CC=C(C=C1)C=1C=C(C=NC1)C(=O)OC)(F)F (Methyl 5-[4-(trifluoromethyl)phenyl]pyridine-3-carboxylate). RXN SMILES: Br[C:2]1[CH:3]=[N:4][CH:5]=[C:6]([CH:11]=1)[C:7]([O:9][CH3:10])=[O:8].[F:12][C:13]([F:24])([F:23])[C:14]1[CH:19]=[CH:18][C:17](B(O)O)=[CH:16][CH:15]=1>>[F:12][C:13]([F:24])([F:23])[C:14]1[CH:19]=[CH:18][C:17]([C:2]2[CH:11]=[C:6]([C:7]([O:9][CH3:10])=[O:8])[CH:5]=[N:4][CH:3]=2)=[CH:16][CH:15]=1. Procedure: According to General Method 3A, 28 g (132 mmol) of methyl 5-bromonicotinate and 30 g (158 mmol, 1.2 eq.) of 4-trifluoromethylphenylboronic acid were reacted. Yield: 32 g (85% of theory) The reactants are CC(C)(C)OC(=O)CBr, O=C([O-])[O-], CCOC(C)=O, CC(C)=O, [Cs+], [Cs+], CCOC(=O)c1cc(C(=O)OCC)[nH]n1. Yields the product CCOC(=O)c1cc(C(=O)OCC)n(CC(=O)OC(C)(C)C)n1. RXN SMILES: [Br:22][CH2:23][C:24](=[O:25])[O:26][C:27]([CH3:28])([CH3:29])[CH3:30].[C:16](=[O:17])([O-:18])[O-:19].[CH3:31][CH2:32][O:33][C:34](=[O:35])[CH3:36].[CH3:37][C:38](=[O:39])[CH3:40].[Cs+:20].[Cs+:21].[nH:1]1[n:2][c:3]([C:11](=[O:12])[O:13][CH2:14][CH3:15])[cH:4][c:5]1[C:6](=[O:7])[O:8][CH2:9][CH3:10]>>[n:1]1[n:2]([CH2:23][C:24](=[O:25])[O:26][C:27]([CH3:28])([CH3:29])[CH3:30])[c:3]([C:11](=[O:12])[O:13][CH2:14][CH3:15])[cH:4][c:5]1[C:6](=[O:7])[O:8][CH2:9][CH3:10]. Starting materials: CC(C)(C)C(=O)OC(CC(O)CNC(=O)OCc1ccccc1)(CC1CCCCC1)O[PH2]=O, CCO, [H][H]. Yields the product CC(C)(C)C(=O)OC(CC(O)CN)(CC1CCCCC1)O[PH2]=O. RXN SMILES: [CH2:1]([O:2][C:3](=[O:4])[NH:11][CH2:12][CH:13]([CH2:14][C:15]([O:16][PH2:17]=[O:18])([CH2:19][CH:20]1[CH2:21][CH2:22][CH2:23][CH2:24][CH2:25]1)[O:26][C:27]([C:28]([CH3:29])([CH3:30])[CH3:31])=[O:32])[OH:33])[c:5]1[cH:6][cH:7][cH:8][cH:9][cH:10]1.[CH3:36][CH2:37][OH:38].[H:34][H:35]>>[NH2:11][CH2:12][CH:13]([CH2:14][C:15]([O:16][PH2:17]=[O:18])([CH2:19][CH:20]1[CH2:21][CH2:22][CH2:23][CH2:24][CH2:25]1)[O:26][C:27]([C:28]([CH3:29])([CH3:30])[CH3:31])=[O:32])[OH:33].